Dataset: the Open Reaction Database (ORD), a public repository of structured organic reaction records. Task: describe an organic reaction: reactants, conditions, products, and yield Reactants: C1(CCC=CCCC=CCCC1)=O (4,8-cyclododecadien-1-one), O1CCCC1 (THF), N(C(C)C)C(C)C (i-Pr2NH), O1CCCC1 (tetrahydrofuran), C[Si](C)(C)C=[N+]=[N-] ((Trimethylsilyl)diazomethane), C(C)(C)[N-]C(C)C.[Li+] (lithium diisopropylamide), [Li]CCCC (n-BuLi). Conditions: temperature -30 celsius, time 1 hour. The product is C1(CCC=CCCC=CCCC1)C=O (4,8-cyclododecadiene carboxaldehyde). As a reaction SMILES: N(C(C)C)C(C)C.[Li]CCCC.C[Si](C=[N+]=[N-])(C)C.C([N-]C(C)C)(C)C.[Li+].[C:28]1(=O)[CH2:39][CH2:38][CH2:37][CH:36]=[CH:35][CH2:34][CH2:33][CH:32]=[CH:31][CH2:30][CH2:29]1.[O:41]1CCC[CH2:42]1>>[CH:28]1([CH:42]=[O:41])[CH2:39][CH2:38][CH2:37][CH:36]=[CH:35][CH2:34][CH2:33][CH:32]=[CH:31][CH2:30][CH2:29]1 |f:3.4|. Procedure: i-Pr2NH [80 g; 0.79 mol] was added to tetrahydrofuran (THF) (100 ml), cooled to −30° C., and n-BuLi [40 ml of 2.5 M, 0.1 mol] added dropwise by syringe, under N2. (Trimethylsilyl)diazomethane (TMSCHN2) [50 ml; 1.9 M in hexane; 0.095 mol] was added dropwise to this lithium diisopropylamide (LDA) solution at −70° C. After complete addition, a solution of 4,8-cyclododecadien-1-one [14.2 g; 0.08 mol] in anhydrous THF (50 ml) was added, and the reaction mixture allowed to stir for 1 hour at −70° C., ... Yields the product F[C@H]1[C@@H](O[C@@H]([C@H]1O)C)N1C(=O)NC(=O)C=C1 (2′-fluoro-2′,5′-dideoxyuridine). Solvent: CO (MeOH). Reactants: COC1=CC=C(C(C2=CC=C(C=C2)OC)(C2=CC=CC=C2)O[C@H]2[C@H]([C@@H](O[C@@H]2COC(C2=CC=C(C=C2)OC)(C2=CC=C(C=C2)OC)C2=CC=CC=C2)N2C(=O)NC(=O)C=C2)F)C=C1 (2′-deoxy-3′,5′-di-O-(4,4′-dimethoxytrityl)-2′-fluorouridine), C(C)(=O)O (acetic acid). As a reaction SMILES: COC1C=CC(C([O:22][C@@H:23]2[C@@H:27]([CH2:28]OC(C3C=CC=CC=3)(C3C=CC(OC)=CC=3)C3C=CC(OC)=CC=3)[O:26][C@@H:25]([N:53]3[CH:60]=[CH:59][C:57](=[O:58])[NH:56][C:54]3=[O:55])[C@@H:24]2[F:61])(C2C=CC=CC=2)C2C=CC(OC)=CC=2)=CC=1.C(O)(=O)C>CO>[F:61][C@@H:24]1[C@H:23]([OH:22])[C@@H:27]([CH3:28])[O:26][C@H:25]1[N:53]1[CH:60]=[CH:59][C:57](=[O:58])[NH:56][C:54]1=[O:55]. Procedure details: The residue obtained in the above described (iv) was dissolved in MeOH, 100 mL of 80% acetic acid was then added thereto. After stirring at 80° C. for 6 hours, the reaction solution was concentrated, and dissolved in 150 mL of H2O. Subsequently, extraction and washing were carried out three times with 150 mL each of CHCl3, then the solvent of the aqueous layer was evaporated. The resulting residue was dissolved in 15 mL of chloroform, then isolated and purified by silica gel column chromatograph... Conditions: temperature 80 celsius, time 6 hour. Starting materials: COC1=CC=C(C=C1C(=O)O)C(=O)N (6-methoxyisophthalamic acid), COC=1C=C(N)C=C(C1)C(F)(F)F (3-methoxy-5-trifluoromethylaniline). The product is COC1=C(C=C(C(=O)N)C=C1)C(=O)NC1=CC(=CC(=C1)C(F)(F)F)OC (4-methoxy-3-N-(3-methoxy-5-trifluoromethylphenyl)isophthalamide). Reaction SMILES: [CH3:1][O:2][C:3]1[C:8]([C:9]([OH:11])=O)=[CH:7][C:6]([C:12]([NH2:14])=[O:13])=[CH:5][CH:4]=1.[CH3:15][O:16][C:17]1[CH:18]=[C:19]([CH:21]=[C:22]([C:24]([F:27])([F:26])[F:25])[CH:23]=1)[NH2:20]>>[CH3:1][O:2][C:3]1[CH:4]=[CH:5][C:6]([C:12]([NH2:14])=[O:13])=[CH:7][C:8]=1[C:9]([NH:20][C:19]1[CH:21]=[C:22]([C:24]([F:26])([F:27])[F:25])[CH:23]=[C:17]([O:16][CH3:15])[CH:18]=1)=[O:11]. Procedure details: The captioned compound was synthesized from 6-methoxyisophthalamic acid and 3-methoxy-5-trifluoromethylaniline by the same procedure as in the manufacturing method described in step C of Example 1-3-1. The reactants are CC1Oc2ccc(CCN(Cc3cccc(Cl)c3)C(=O)OC(C)(C)C)cc2NC1=S, CO, N. Product: CC1Oc2ccc(CCN(Cc3cccc(Cl)c3)C(=O)OC(C)(C)C)cc2N=C1N. Reaction SMILES: [CH3:1][CH:2]1[O:3][c:4]2[c:5]([cH:9][c:10]([CH2:13][CH2:14][N:15]([C:16](=[O:17])[O:18][C:19]([CH3:20])([CH3:21])[CH3:22])[CH2:23][c:24]3[cH:25][c:26]([Cl:30])[cH:27][cH:28][cH:29]3)[cH:11][cH:12]2)[NH:6][C:7]1=[S:8].[CH3:32][OH:33].[NH3:31]>>[CH3:1][CH:2]1[O:3][c:4]2[c:5]([cH:9][c:10]([CH2:13][CH2:14][N:15]([C:16](=[O:17])[O:18][C:19]([CH3:20])([CH3:21])[CH3:22])[CH2:23][c:24]3[cH:25][c:26]([Cl:30])[cH:27][cH:28][cH:29]3)[cH:11][cH:12]2)[N:6]=[C:7]1[NH2:31]. The reactants are BrCc1ccccc1, O=C([O-])[O-], Oc1ccc(Cl)nc1, [Cs+], [Cs+], CN(C)C=O, O. Yields the product Clc1ccc(OCc2ccccc2)cn1. RXN SMILES: [Br:15][CH2:16][c:17]1[cH:18][cH:19][cH:20][cH:21][cH:22]1.[C:9](=[O:10])([O-:11])[O-:12].[Cl:1][c:2]1[n:3][cH:4][c:5]([OH:8])[cH:6][cH:7]1.[Cs+:13].[Cs+:14].[O:23]=[CH:24][N:25]([CH3:26])[CH3:27].[OH2:28]>>[Cl:1][c:2]1[n:3][cH:4][c:5]([O:8][CH2:16][c:17]2[cH:18][cH:19][cH:20][cH:21][cH:22]2)[cH:6][cH:7]1.